Dataset: the Open Reaction Database (ORD), a public repository of structured organic reaction records. Task: describe an organic reaction: reactants, conditions, products, and yield Starting materials: ClC(Cl)(OC(OC(Cl)(Cl)Cl)=O)Cl (triphosgene), COC=1C=C2C(=CC=NC2=CC1OC)OC1=CC(=C(N)C=C1)C (4-[(6,7-Dimethoxy-4-quinolyl)oxy]-2-methylaniline), C(C)(C)N(CC)C(C)C (diisopropylethylamine), NC=1SC(=NN1)C (2-amino-5-methyl-1,3,4-thiadiazole). Solvent: C(Cl)(Cl)Cl (chloroform), O (water), C(Cl)(Cl)Cl (chloroform). Conditions: time 15 minute. Product: COC=1C=C2C(=CC=NC2=CC1OC)OC1=CC(=C(C=C1)NC(=O)NC=1SC(=NN1)C)C (N-{4-[(6,7-Dimethoxy-4-quinolyl)oxy]-2-methylphenyl}-N′-(5-methyl-1,3,4-thiadiazol-2-yl)urea). Isolated yield 27.5%. RXN SMILES: [CH3:1][O:2][C:3]1[CH:4]=[C:5]2[C:10](=[CH:11][C:12]=1[O:13][CH3:14])[N:9]=[CH:8][CH:7]=[C:6]2[O:15][C:16]1[CH:22]=[CH:21][C:19]([NH2:20])=[C:18]([CH3:23])[CH:17]=1.C(N(C(C)C)CC)(C)C.ClC(Cl)(O[C:37](=[O:43])OC(Cl)(Cl)Cl)Cl.[NH2:45][C:46]1[S:47][C:48]([CH3:51])=[N:49][N:50]=1>C(Cl)(Cl)Cl.O>[CH3:1][O:2][C:3]1[CH:4]=[C:5]2[C:10](=[CH:11][C:12]=1[O:13][CH3:14])[N:9]=[CH:8][CH:7]=[C:6]2[O:15][C:16]1[CH:22]=[CH:21][C:19]([NH:20][C:37]([NH:45][C:46]2[S:47][C:48]([CH3:51])=[N:49][N:50]=2)=[O:43])=[C:18]([CH3:23])[CH:17]=1. Procedure: 4-[(6,7-Dimethoxy-4-quinolyl)oxy]-2-methylaniline (100 mg) was dissolved in chloroform (5 ml) and diisopropylethylamine (0.5 ml) to prepare a solution. A solution of triphosgene (100 mg) in chloroform was then added to the solution, and the mixture was stirred at room temperature for 15 min. Next, 2-amino-5-methyl-1,3,4-thiadiazole (49 mg) was added thereto, and the mixture was further stirred at room temperature overnight. Distilled water was added to the reaction solution, and the mixture was ... Starting materials: CCCCCOC1C(C(=O)O)C1(C)C, OCc1[nH]ccc1Cc1ccccc1, ClCCl, CN(C)c1ccncc1, C(=NC1CCCCC1)=NC1CCCCC1, CN(C)C=O. Product: CCCCCOC1C(C(=O)OCc2[nH]ccc2Cc2ccccc2)C1(C)C. As a reaction SMILES: [CH2:15]([CH2:16][CH2:17][CH2:18][CH3:19])[O:20][CH:21]1[C:22]([CH3:27])([CH3:28])[CH:23]1[C:24](=[O:25])[OH:26].[CH2:1]([c:2]1[cH:3][cH:4][cH:5][cH:6][cH:7]1)[c:8]1[c:9]([CH2:13][OH:14])[nH:10][cH:11][cH:12]1.[CH2:53]([Cl:54])[Cl:55].[CH3:44][N:45]([CH3:46])[c:47]1[cH:48][cH:49][n:50][cH:51][cH:52]1.[CH:29]1([N:30]=[C:31]=[N:32][CH:33]2[CH2:34][CH2:35][CH2:36][CH2:37][CH2:38]2)[CH2:39][CH2:40][CH2:41][CH2:42][CH2:43]1.[O:56]=[CH:57][N:58]([CH3:59])[CH3:60]>>[CH2:1]([c:2]1[cH:3][cH:4][cH:5][cH:6][cH:7]1)[c:8]1[c:9]([CH2:13][O:14][C:24]([CH:23]2[CH:21]([O:20][CH2:15][CH2:16][CH2:17][CH2:18][CH3:19])[C:22]2([CH3:27])[CH3:28])=[O:25])[nH:10][cH:11][cH:12]1. Starting materials: C(C)(=O)NC1=C(C(=CC(=C1)Cl)Cl)O (2-acetylamino-4,6-dichloro-phenol), C(C)(=O)[O-].[Na+] (sodium acetate). Yields the product CC=1OC2=C(N1)C=C(C=C2Cl)Cl (2-methyl-5,7-dichloro-benzoxazole). Yield: 49.3%. As a reaction SMILES: [C:1]([NH:4][C:5]1[CH:10]=[C:9]([Cl:11])[CH:8]=[C:7]([Cl:12])[C:6]=1[OH:13])(=O)[CH3:2].C([O-])(=O)C.[Na+]>>[CH3:2][C:1]1[O:13][C:6]2[C:7]([Cl:12])=[CH:8][C:9]([Cl:11])=[CH:10][C:5]=2[N:4]=1 |f:1.2|. Procedure: A mixture of 61.8 g of 2-acetylamino-4,6-dichloro-phenol and 4.12 g of anhydrous sodium acetate was heated for some minutes, obtaining a liquid slurry which was distilled under reduced pressure, by collecting the fraction distilled between 145° - 155° C at 1,4 mm Hg. The distilled oil upon standing became a solid which was crystallized from ligroin, obtaining 28 g of 2-methyl-5,7-dichloro-benzoxazole. M.P. = 110° - 113° C. Starting materials: BrC(C(=O)O)CCCCCC1=CC=C(C=C1)Cl (2-bromo-7-(4-chlorophenyl)heptanoic acid), CCOCC (ether), CO (methanol), [N+](=[N-])=C (diazomethane), CCOCC (ether). Product: BrC(C(=O)OCC)CCCCCC1=CC=C(C=C1)Cl (ethyl 2-bromo-7-(4-chlorophenyl)heptanoate). As a reaction SMILES: [Br:1][CH:2]([CH2:6][CH2:7][CH2:8][CH2:9][CH2:10][C:11]1[CH:16]=[CH:15][C:14]([Cl:17])=[CH:13][CH:12]=1)[C:3]([OH:5])=[O:4].CO.[N+](=C)=[N-].[CH3:23][CH2:24]OCC>>[Br:1][CH:2]([CH2:6][CH2:7][CH2:8][CH2:9][CH2:10][C:11]1[CH:12]=[CH:13][C:14]([Cl:17])=[CH:15][CH:16]=1)[C:3]([O:5][CH2:23][CH3:24])=[O:4]. Procedure details: To a solution of 31.0 g (0.097 mol) of 2-bromo-7-(4-chlorophenyl)heptanoic acid in 250 ml of absolute ether which contains 0.5 ml of methanol, a solution of about 0.16 mol of diazomethane in 300 ml of absolute ether is added drop by drop, with stirring, at room temperature, until the evolution of nitrogen ceases. Then the reaction mixture is concentrated by evaporation and the concentrate is chromatographed with toluene on silica gel. 18.1 g (56% of theory) is obtained of ethyl 2-bromo-7-(4-chlo... The reactants are [Br-], C1CCOC1, COc1ccc(-c2ccc3c(Br)c(OC)ccc3c2)cc1, Cl, [Mg+]c1ccccc1, c1ccc(P(c2ccccc2)(c2ccccc2)[Pd](P(c2ccccc2)(c2ccccc2)c2ccccc2)(P(c2ccccc2)(c2ccccc2)c2ccccc2)P(c2ccccc2)(c2ccccc2)c2ccccc2)cc1. The product is COc1ccc(-c2ccc3c(-c4ccccc4)c(OC)ccc3c2)cc1. RXN SMILES: [Br-:22].[CH2:31]1[O:32][CH2:33][CH2:34][CH2:35]1.[CH3:1][O:2][c:3]1[c:4]([Br:21])[c:5]2[cH:6][cH:7][c:8](-[c:13]3[cH:14][cH:15][c:16]([O:19][CH3:20])[cH:17][cH:18]3)[cH:9][c:10]2[cH:11][cH:12]1.[ClH:30].[c:23]1([Mg+:29])[cH:24][cH:25][cH:26][cH:27][cH:28]1.[cH:36]1[cH:37][cH:38][c:39]([P:40]([Pd:41]([P:42]([c:43]2[cH:44][cH:45][cH:46][cH:47][cH:48]2)([c:49]2[cH:50][cH:51][cH:52][cH:53][cH:54]2)[c:55]2[cH:56][cH:57][cH:58][cH:59][cH:60]2)([P:61]([c:62]2[cH:63][cH:64][cH:65][cH:66][cH:67]2)([c:68]2[cH:69][cH:70][cH:71][cH:72][cH:73]2)[c:74]2[cH:75][cH:76][cH:77][cH:78][cH:79]2)[P:80]([c:81]2[cH:82][cH:83][cH:84][cH:85][cH:86]2)([c:87]2[cH:88][cH:89][cH:90][cH:91][cH:92]2)[c:93]2[cH:94][cH:95][cH:96][cH:97][cH:98]2)([c:99]2[cH:100][cH:101][cH:102][cH:103][cH:104]2)[c:105]2[cH:106][cH:107][cH:108][cH:109][cH:110]2)[cH:111][cH:112]1>>[CH3:1][O:2][c:3]1[c:4](-[c:23]2[cH:24][cH:25][cH:26][cH:27][cH:28]2)[c:5]2[cH:6][cH:7][c:8](-[c:13]3[cH:14][cH:15][c:16]([O:19][CH3:20])[cH:17][cH:18]3)[cH:9][c:10]2[cH:11][cH:12]1. Starting materials: C(C1=CC=CC=C1)N1CCC(CC1)=CC(=O)OC(C)(C)C (((1-Benzyl)piperidin-4-ylidene)acetic acid, t-butyl ester), [H][H] (hydrogen). The reagents and catalysts are [Pt]=O (platinum oxide). Run in CCO (EtOH). The product is C(C1=CC=CC=C1)N1CCC(CC1)CC(=O)OC(C)(C)C (((1-Benzyl)piperidin-4-yl)acetic acid, t-butyl ester). Yield: 92.9%. Reaction SMILES: [CH2:1]([N:8]1[CH2:13][CH2:12][C:11](=[CH:14][C:15]([O:17][C:18]([CH3:21])([CH3:20])[CH3:19])=[O:16])[CH2:10][CH2:9]1)[C:2]1[CH:7]=[CH:6][CH:5]=[CH:4][CH:3]=1.[H][H]>CCO.[Pt]=O>[CH2:1]([N:8]1[CH2:13][CH2:12][CH:11]([CH2:14][C:15]([O:17][C:18]([CH3:21])([CH3:20])[CH3:19])=[O:16])[CH2:10][CH2:9]1)[C:2]1[CH:3]=[CH:4][CH:5]=[CH:6][CH:7]=1. Reported procedure: To a solution of 1 g of ((1-benzyl)piperidin-4-ylidene)acetic acid, t-butyl ester (from EXAMPLE 163, Step A) in 10 mL of EtOH was added 100 mg of platinum oxide at rt. The solution was hydrogenated for 3 h under one atmosphere of hydrogen gas. After filtering through celite, the filtrate was concentrated under reduced pressure to give 936 mg of the title compound as a viscous oil. Reactants: CC(C)(C)OC(=O)N1CCC(c2ccc(CO)cc2)CC1, Cc1cc(O)ccc1C1CCCCC1, ClCCl, c1ccc(P(c2ccccc2)c2ccccc2)cc1. Product: Cc1cc(OCc2ccc(C3CCN(C(=O)OC(C)(C)C)CC3)cc2)ccc1C1CCCCC1. Reaction SMILES: [C:15]([CH3:16])([CH3:17])([CH3:18])[O:19][C:20](=[O:21])[N:22]1[CH2:23][CH2:24][CH:25]([c:28]2[cH:29][cH:30][c:31]([CH2:34][OH:35])[cH:32][cH:33]2)[CH2:26][CH2:27]1.[CH:1]1([c:7]2[c:8]([CH3:14])[cH:9][c:10]([OH:13])[cH:11][cH:12]2)[CH2:2][CH2:3][CH2:4][CH2:5][CH2:6]1.[Cl:55][CH2:56][Cl:57].[c:36]1([P:37]([c:38]2[cH:39][cH:40][cH:41][cH:42][cH:43]2)[c:44]2[cH:45][cH:46][cH:47][cH:48][cH:49]2)[cH:50][cH:51][cH:52][cH:53][cH:54]1>>[CH:1]1([c:7]2[c:8]([CH3:14])[cH:9][c:10]([O:13][CH2:34][c:31]3[cH:30][cH:29][c:28]([CH:25]4[CH2:24][CH2:23][N:22]([C:20]([O:19][C:15]([CH3:16])([CH3:17])[CH3:18])=[O:21])[CH2:27][CH2:26]4)[cH:33][cH:32]3)[cH:11][cH:12]2)[CH2:2][CH2:3][CH2:4][CH2:5][CH2:6]1. The reactants are C(C)(=O)N1[C@H](C=2N=C(N=C(C2CC1)N1[C@H](COCC1)C)C1=CC=C(C=C1)NC(=O)NCC)C (1-(4-((S)-7-acetyl-8-methyl-4-((S)-3-methylmorpholino)-5,6,7,8-tetrahydropyrido[3,4-d]pyrimidin-2-yl)phenyl)-3-ethylurea), C(C)NC(=O)NC1=CC=C(C=C1)C=1N=C(C2=C(N1)C(NCC2)C)N2[C@H](COCC2)C (1-Ethyl-3-(4-(8-methyl-4-((S)-3-methylmorpholino)-5,6,7,8-tetrahydropyrido[3,4-d]pyrimidin-2-yl)phenyl)urea), CN(C=O)C (N,N-Dimethylformamide), C(C)(C)N(C(C)C)CC (N,N-Diisopropylethylamine), C(C)(=O)Cl (Acetyl chloride). Run at time 2 hour. Yields the product C(C)(=O)N1[C@@H](C=2N=C(N=C(C2CC1)N1[C@H](COCC1)C)C1=CC=C(C=C1)NC(=O)NCC)C (1-(4-((R)-7-acetyl-8-methyl-4-((S)-3-methylmorpholino)-5,6,7,8-tetrahydropyrido[3,4-d]pyrimidin-2-yl)phenyl)-3-ethylurea). RXN SMILES: [C:1]([N:4]1[CH2:13][CH2:12][C:11]2[C:10]([N:14]3[CH2:19][CH2:18][O:17][CH2:16][C@@H:15]3[CH3:20])=[N:9][C:8]([C:21]3[CH:26]=[CH:25][C:24]([NH:27][C:28]([NH:30][CH2:31][CH3:32])=[O:29])=[CH:23][CH:22]=3)=[N:7][C:6]=2[C@@H:5]1[CH3:33])(=[O:3])[CH3:2].C(NC(NC1C=CC(C2N=C(N3CCOC[C@@H]3C)C3CCNC(C)C=3N=2)=CC=1)=O)C.CN(C)C=O.C(N(CC)C(C)C)(C)C.C(Cl)(=O)C>>[C:1]([N:4]1[CH2:13][CH2:12][C:11]2[C:10]([N:14]3[CH2:19][CH2:18][O:17][CH2:16][C@@H:15]3[CH3:20])=[N:9][C:8]([C:21]3[CH:26]=[CH:25][C:24]([NH:27][C:28]([NH:30][CH2:31][CH3:32])=[O:29])=[CH:23][CH:22]=3)=[N:7][C:6]=2[C@H:5]1[CH3:33])(=[O:3])[CH3:2]. Procedure: and 1-(4-((S)-7-acetyl-8-methyl-4-((S)-3-methylmorpholino)-5,6,7,8-tetrahydropyrido[3,4-d]pyrimidin-2-yl)phenyl)-3-ethylurea (wr2): 1-Ethyl-3-(4-(8-methyl-4-((S)-3-methylmorpholino)-5,6,7,8-tetrahydropyrido[3,4-d]pyrimidin-2-yl)phenyl)urea (0.172 g, 0.419 mmol) in dry N,N-Dimethylformamide (2.00 mL, 25.8 mmol) was added N,N-Diisopropylethylamine (0.219 mL, 1.26 mmol) followed by Acetyl chloride (0.0448 mL, 0.630 mmol). The reaction mixture was stirred for 2 hours. The reaction mixture was purifi... Starting materials: CCN=C=NCCCN(C)C, NCc1ccc(Cl)cc1, O=C(O)c1cc(Cl)c2cccnc2c1O, Cl, CN(C)C=O, O, On1nnc2ccccc21. Yields the product O=C(NCc1ccc(Cl)cc1)c1cc(Cl)c2cccnc2c1O. As a reaction SMILES: [CH3:26][N:27]([CH3:28])[CH2:29][CH2:30][CH2:31][N:32]=[C:33]=[N:34][CH2:35][CH3:36].[Cl:16][c:17]1[cH:18][cH:19][c:20]([CH2:21][NH2:22])[cH:23][cH:24]1.[Cl:1][c:2]1[c:3]2[cH:4][cH:5][cH:6][n:7][c:8]2[c:9]([OH:15])[c:10]([C:12](=[O:13])[OH:14])[cH:11]1.[ClH:25].[O:48]=[CH:49][N:50]([CH3:51])[CH3:52].[OH2:37].[OH:38][n:39]1[c:40]2[cH:41][cH:42][cH:43][cH:44][c:45]2[n:46][n:47]1>>[Cl:1][c:2]1[c:3]2[cH:4][cH:5][cH:6][n:7][c:8]2[c:9]([OH:15])[c:10]([C:12](=[O:14])[NH:22][CH2:21][c:20]2[cH:19][cH:18][c:17]([Cl:16])[cH:24][cH:23]2)[cH:11]1. Reactants: NC(C#N)(CF)C (2-amino-3-fluoro-2-methylpropionitrile), ON1N=NC2=C1N=CC=C2 (1-hydroxy-7-azabenzotriazole), CN(CCCN=C=NCC)C (N-(3-dimethylaminopropyl)-N′-ethylcarbodiimide), Cl (HCl), IC=1C=NC2=C(C=C(C=C2C1)OC(C(=O)O)SC)C ((3-iodo-8-methyl-quinolin-6-yloxy)-methylsulfanyl-acetic acid). Solvent: CN(C=O)C (dimethylformamide), C(C)N(CC)CC (triethylamine), [Cl-].[Na+].O (brine). Reaction conditions: time 18 hour. Yields the product C(#N)C(CF)(C)NC(C(SC)OC=1C=C2C=C(C=NC2=C(C1)C)I)=O (N-(1-cyano-2-fluoro-1-methyl-ethyl)-2-(3-iodo-8-methyl-quinolin-6-yloxy)-2-methylsulfanyl-acetamide). Yield: 62.1%. As a reaction SMILES: [NH2:1][C:2]([CH3:7])([CH2:5][F:6])[C:3]#[N:4].ON1C2N=CC=CC=2N=N1.CN(C)CCCN=C=NCC.Cl.[I:30][C:31]1[CH:32]=[N:33][C:34]2[C:39]([CH:40]=1)=[CH:38][C:37]([O:41][CH:42]([S:46][CH3:47])[C:43](O)=[O:44])=[CH:36][C:35]=2[CH3:48]>CN(C)C=O.[Cl-].[Na+].O.C(N(CC)CC)C>[C:3]([C:2]([NH:1][C:43](=[O:44])[CH:42]([O:41][C:37]1[CH:38]=[C:39]2[C:34](=[C:35]([CH3:48])[CH:36]=1)[N:33]=[CH:32][C:31]([I:30])=[CH:40]2)[S:46][CH3:47])([CH3:7])[CH2:5][F:6])#[N:4] |f:6.7.8|. Reported procedure: To a solution of 2-amino-3-fluoro-2-methylpropionitrile (315 mg) in dry dimethylformamide (20 mL) were added triethylamine (0.43 mL), 1-hydroxy-7-azabenzotriazole (420 mg), N-(3-dimethylaminopropyl)-N′-ethylcarbodiimide.HCl (591 mg), then (3-iodo-8-methyl-quinolin-6-yloxy)-methylsulfanyl-acetic acid (1.2 g). The reaction mixture was stirred at room temperature for 18 hours. The mixture was poured over brine and extracted twice with ethyl acetate (thrice). The organic layer was washed with water ...